The task is: describe an organic reaction: reactants, conditions, products, and yield. This data is from the Open Reaction Database (ORD), a public repository of structured organic reaction records. Reactants: BrCC#C (3-bromoprop-1-yne), C1CCOC1 (THF), C(C)(=O)NC1=CC2=CC=C(C=C2C=C1)S(=O)O (2-acetylaminonaphthalene-6-sulfinic acid). Solvent: O (water). The product is C(C)(=O)NC1=CC2=CC=C(C=C2C=C1)S(=O)(=O)CC#C (2-acetylamino-6-(prop-1-yn-3-ylsulfonyl)naphthalene). The yield is 90.5%. As a reaction SMILES: [C:1]([NH:4][C:5]1[CH:14]=[CH:13][C:12]2[C:7](=[CH:8][CH:9]=[C:10]([S:15]([OH:17])=[O:16])[CH:11]=2)[CH:6]=1)(=[O:3])[CH3:2].Br[CH2:19][C:20]#[CH:21].C1COCC1>O>[C:1]([NH:4][C:5]1[CH:14]=[CH:13][C:12]2[C:7](=[CH:8][CH:9]=[C:10]([S:15]([CH2:21][C:20]#[CH:19])(=[O:17])=[O:16])[CH:11]=2)[CH:6]=1)(=[O:3])[CH3:2]. Reported procedure: 160 g (0.64 mol) of 2-acetylaminonaphthalene-6-sulfinic acid were dissolved in 1000 ml of water at pH 6 and the solution was added dropwise to a solution of 84.1 g (0.7 mol) of 3-bromoprop-1-yne and 85 ml of THF. After the addition was complete, the reaction mixture was heated at from 40° to 60° C. until the reaction had ended (check by TLC). The precipitate formed was filtered off with suction at about 10° C., washed with water and dried, leaving 166.4 g of 2-acetylamino-6-(prop-1-yn-3-ylsulfon... Starting materials: N1(CCCCCC1)C(=O)C1=CC=C2C(=CN(C2=C1)S(=O)(=O)C1=CC=CC=C1)C1=CN=C2N1C=C(C=C2)F (Azepan-1-yl-[1-benzenesulfonyl-3-(6-fluoro-imidazo[1,2-a]pyridin-3-yl)-1H-indol-6-yl]-methanone), solution, CCCC[N+](CCCC)(CCCC)CCCC.[F-] (TBAF). Solvent: C1CCOC1 (THF), C1CCOC1 (THF). Product: N1(CCCCCC1)C(=O)C1=CC=C2C(=CNC2=C1)C1=CN=C2N1C=C(C=C2)F (3-[6-(Azepan-1-ylcarbonyl)-1H-indol-3-yl]-6-fluoroimidazo[1,2-a]pyridine). Reaction SMILES: [N:1]1([C:8]([C:10]2[CH:18]=[C:17]3[C:13]([C:14]([C:28]4[N:32]5[CH:33]=[C:34]([F:37])[CH:35]=[CH:36][C:31]5=[N:30][CH:29]=4)=[CH:15][N:16]3S(C3C=CC=CC=3)(=O)=O)=[CH:12][CH:11]=2)=[O:9])[CH2:7][CH2:6][CH2:5][CH2:4][CH2:3][CH2:2]1.CCCC[N+](CCCC)(CCCC)CCCC.[F-]>C1COCC1>[N:1]1([C:8]([C:10]2[CH:18]=[C:17]3[C:13]([C:14]([C:28]4[N:32]5[CH:33]=[C:34]([F:37])[CH:35]=[CH:36][C:31]5=[N:30][CH:29]=4)=[CH:15][NH:16]3)=[CH:12][CH:11]=2)=[O:9])[CH2:2][CH2:3][CH2:4][CH2:5][CH2:6][CH2:7]1 |f:1.2|. Reported procedure: To a solution of example 133 (25 mg) in anhydrous THF (1 mL), a 1M solution of TBAF in THF (100 μL, 2.0 equiv.) was added. The reaction mixture was heated at reflux for 1 Hr, then was concentrated under reduced pressure. Reactants: CC=1N=C(C(=NC1C)OC)NC(OC1=CC=CC=C1)=S (Phenyl N-(5,6-dimethyl-2-methoxypyrazin-3-yl)thiocarbamate), ClC=1C=C(C=C(C1)Cl)N1CCNCC1 (1-(3,5-dichlorophenyl)piperazine). The product is CC=1N=C(C(=NC1C)OC)NC(=S)N1CCN(CC1)C1=CC(=CC(=C1)Cl)Cl (1-[(5,6-Dimethyl-2-methoxypyrazin-3-yl)aminothiocarbonyl]-4-(3,5-dichlorophenyl)piperazine). Yield: 70.8%. Reaction SMILES: [CH3:1][C:2]1[N:3]=[C:4]([NH:11][C:12](=[S:20])OC2C=CC=CC=2)[C:5]([O:9][CH3:10])=[N:6][C:7]=1[CH3:8].[Cl:21][C:22]1[CH:23]=[C:24]([N:29]2[CH2:34][CH2:33][NH:32][CH2:31][CH2:30]2)[CH:25]=[C:26]([Cl:28])[CH:27]=1>>[CH3:1][C:2]1[N:3]=[C:4]([NH:11][C:12]([N:32]2[CH2:31][CH2:30][N:29]([C:24]3[CH:23]=[C:22]([Cl:21])[CH:27]=[C:26]([Cl:28])[CH:25]=3)[CH2:34][CH2:33]2)=[S:20])[C:5]([O:9][CH3:10])=[N:6][C:7]=1[CH3:8]. Procedure: Phenyl N-(5,6-dimethyl-2-methoxypyrazin-3-yl)thiocarbamate and 1-(3,5-dichlorophenyl)piperazine were reacted by the same way with the example 28 to obtain the titled compound. The reactants are FC=1C(=C2CCN(N3C2=C(C1)C(C(=C3)C(=O)OCC)=O)C)C(C(=O)OCC)C#N (Ethyl 5-Fluoro-4-{cyano(ethoxycarbonyl)methyl}-2,3-dihydro-1-methyl-7-oxo-1H,7H-pyrido[3,2,1-ij]cinnoline-8-carboxylate), Cl (hydrochloric acid). Run in C(C)(=O)O (acetic acid). The product is C(=O)(O)C=1C(C2=CC(=C(C=3CCN(N(C23)C1)C)CC(=O)O)F)=O (8-Carboxy-5-fluoro-2,3-dihydro-1-methyl-7-oxo-1H, 7H-pyrido[3,2,1-ij]cinnoline-4-acetic acid). Yield: 34.5%. Reaction SMILES: [F:1][C:2]1[C:3]([CH:22](C#N)[C:23]([O:25]CC)=[O:24])=[C:4]2[C:9]3=[C:10]([C:12](=[O:20])[C:13]([C:15]([O:17]CC)=[O:16])=[CH:14][N:8]3[N:7]([CH3:21])[CH2:6][CH2:5]2)[CH:11]=1.Cl>C(O)(=O)C>[C:15]([C:13]1[C:12](=[O:20])[C:10]2[C:9]3[N:8]([CH:14]=1)[N:7]([CH3:21])[CH2:6][CH2:5][C:4]=3[C:3]([CH2:22][C:23]([OH:25])=[O:24])=[C:2]([F:1])[CH:11]=2)([OH:17])=[O:16]. Procedure: To 450 mg of the compound (161) obtained in Example 39, 4 ml of concentrated hydrochloric acid and 16 ml of acetic acid were added, and the solution was heated at reflux for 7.5 hours. The solvent was removed by distillation, and crystals were filtered off and washed with ethanol and ether in this order to obtain 124 mg of the subject compound (163). Reactants: ClC=1C=C(C=CC1O)C=1C=C2C(=C(C=NC2=CC1)C(=O)C1CC1)NC=1C=NN(C1)C1CCN(CC1)C(=O)OC(C)(C)C (tert-butyl 4-(4-((6-(3-chloro-4-hydroxyphenyl)-3-(cyclopropanecarbonyl)quinolin-4-yl)amino)-1H-pyrazol-1-yl)piperidine-1-carboxylate), C(=O)(C(F)(F)F)O (TFA). Yields the product ClC=1C=C(C=CC1O)C=1C=C2C(=C(C=NC2=CC1)C(=O)C1CC1)NC=1C=NN(C1)C1CCNCC1 ((6-(3-chloro-4-hydroxyphenyl)-4-((1-(piperidin-4-yl)-1H-pyrazol-4-yl)amino)quinolin-3-yl)(cyclopropyl)methanone). Isolated yield 55.3%. As a reaction SMILES: [Cl:1][C:2]1[CH:3]=[C:4]([C:9]2[CH:10]=[C:11]3[C:16](=[CH:17][CH:18]=2)[N:15]=[CH:14][C:13]([C:19]([CH:21]2[CH2:23][CH2:22]2)=[O:20])=[C:12]3[NH:24][C:25]2[CH:26]=[N:27][N:28]([CH:30]3[CH2:35][CH2:34][N:33](C(OC(C)(C)C)=O)[CH2:32][CH2:31]3)[CH:29]=2)[CH:5]=[CH:6][C:7]=1[OH:8].C(O)(C(F)(F)F)=O>>[Cl:1][C:2]1[CH:3]=[C:4]([C:9]2[CH:10]=[C:11]3[C:16](=[CH:17][CH:18]=2)[N:15]=[CH:14][C:13]([C:19]([CH:21]2[CH2:23][CH2:22]2)=[O:20])=[C:12]3[NH:24][C:25]2[CH:26]=[N:27][N:28]([CH:30]3[CH2:35][CH2:34][NH:33][CH2:32][CH2:31]3)[CH:29]=2)[CH:5]=[CH:6][C:7]=1[OH:8]. Procedure: Following general procedure A-2, tert-butyl 4-(4-((6-(3-chloro-4-hydroxyphenyl)-3-(cyclopropanecarbonyl)quinolin-4-yl)amino)-1H-pyrazol-1-yl)piperidine-1-carboxylate (0.10 mmol) was reacted with TFA (2 mL) to afford the desired product (27 mg, 55% over 2 steps) as a yellow solid. 1H NMR (500 MHz, DMSO-d6) δ 10.99 (s, 1H), 9.12 (s, 1H), 8.18 (d, J=2.2 Hz, 1H), 8.02-7.96 (m, 1H), 7.92-7.86 (m, 2H), 7.45 (d, J=2.3 Hz, 1H), 7.41 (s, 1H), 7.28-7.22 (m, 1H), 7.01 (d, J=8.5 Hz, 1H), 4.24-4.14 (m, 1H), ... Reactants: CCOC(C)=O, COC(=O)CCCCCCc1nc(C)sc1CO, CCCCCCC, ClCCl. Yields the product COC(=O)CCCCCCc1nc(C)sc1C=O. As a reaction SMILES: [CH3:19][CH2:20][O:21][C:22](=[O:23])[CH3:24].[CH3:1][c:2]1[s:3][c:4]([CH2:17][OH:18])[c:5]([CH2:7][CH2:8][CH2:9][CH2:10][CH2:11][CH2:12][C:13](=[O:14])[O:15][CH3:16])[n:6]1.[CH3:25][CH2:26][CH2:27][CH2:28][CH2:29][CH2:30][CH3:31].[Cl:32][CH2:33][Cl:34]>>[CH3:1][c:2]1[s:3][c:4]([CH:17]=[O:18])[c:5]([CH2:7][CH2:8][CH2:9][CH2:10][CH2:11][CH2:12][C:13](=[O:14])[O:15][CH3:16])[n:6]1.